Task: describe an organic reaction: reactants, conditions, products, and yield. Dataset: the Open Reaction Database (ORD), a public repository of structured organic reaction records The solvent is O1CCCC1 (tetrahydrofuran). Procedure: To a mixture of (4-([5-(benzyloxy)-3-tert-butyl-1H-pyrazol-1-yl]methyl)phenyl)methanol (0.60 g, 1.7 mmol), ethyl 3-(2-fluoro-4-hydroxyphenyl)propanoate (0.40 g, 1.9 mmol), tributylphosphine (0.85 mL, 3.4 mmol) and tetrahydrofuran (50 mL) was added 1,1′-(azodicarbonyl)dipiperidine (0.86 g, 3.4 mmol), and the mixture was stirred at room temperature for 2 hr. The reaction solution was concentrated under reduced pressure, diisopropyl ether was added to the residue, the insoluble material was filtere... The product is C(C1=CC=CC=C1)OC1=CC(=NN1CC1=CC=C(COC2=CC(=C(C=C2)CCC(=O)OCC)F)C=C1)C(C)(C)C (ethyl 3-{4-[(4-{[5-(benzyloxy)-3-tert-butyl-1H-pyrazol-1-yl]methyl}benzyl)oxy]-2-fluorophenyl}propanoate). Reactants: N(=NC(=O)N1CCCCC1)C(=O)N1CCCCC1 (1,1′-(azodicarbonyl)dipiperidine), C(C1=CC=CC=C1)OC1=CC(=NN1CC1=CC=C(C=C1)CO)C(C)(C)C ((4-([5-(benzyloxy)-3-tert-butyl-1H-pyrazol-1-yl]methyl)phenyl)methanol), FC1=C(C=CC(=C1)O)CCC(=O)OCC (ethyl 3-(2-fluoro-4-hydroxyphenyl)propanoate), C(CCC)P(CCCC)CCCC (tributylphosphine). Run at time 2 hour. Isolated yield 88.6%. RXN SMILES: [CH2:1]([O:8][C:9]1[N:13]([CH2:14][C:15]2[CH:20]=[CH:19][C:18]([CH2:21][OH:22])=[CH:17][CH:16]=2)[N:12]=[C:11]([C:23]([CH3:26])([CH3:25])[CH3:24])[CH:10]=1)[C:2]1[CH:7]=[CH:6][CH:5]=[CH:4][CH:3]=1.[F:27][C:28]1[CH:33]=[C:32](O)[CH:31]=[CH:30][C:29]=1[CH2:35][CH2:36][C:37]([O:39][CH2:40][CH3:41])=[O:38].C(P(CCCC)CCCC)CCC.N(C(N1CCCCC1)=O)=NC(N1CCCCC1)=O>O1CCCC1>[CH2:1]([O:8][C:9]1[N:13]([CH2:14][C:15]2[CH:16]=[CH:17][C:18]([CH2:21][O:22][C:32]3[CH:31]=[CH:30][C:29]([CH2:35][CH2:36][C:37]([O:39][CH2:40][CH3:41])=[O:38])=[C:28]([F:27])[CH:33]=3)=[CH:19][CH:20]=2)[N:12]=[C:11]([C:23]([CH3:26])([CH3:25])[CH3:24])[CH:10]=1)[C:2]1[CH:7]=[CH:6][CH:5]=[CH:4][CH:3]=1. Starting materials: C(C(=O)O)(=O)O (oxalic acid), P(O)(O)(O)=O (phosphoric acid), N (ammonia), O(Cl)Cl.[Zr] (zirconium oxychloride), [Cl-].[NH4+] (ammonium chloride). The solvent is O (water). Run at temperature 97 celsius. The product is P(=O)([O-])([O-])[O-].[Zr+4].P(=O)([O-])([O-])[O-].P(=O)([O-])([O-])[O-].P(=O)([O-])([O-])[O-].[Zr+4].[Zr+4] (zirconium phosphate). As a reaction SMILES: C(O)(=O)C(O)=O.O(Cl)Cl.[Zr:10].[Cl-].[NH4+].[P:13](=[O:17])([OH:16])([OH:15])[OH:14].N>O>[P:13]([O-:17])([O-:16])([O-:15])=[O:14].[Zr+4:10].[P:13]([O-:17])([O-:16])([O-:15])=[O:14].[P:13]([O-:17])([O-:16])([O-:15])=[O:14].[P:13]([O-:17])([O-:16])([O-:15])=[O:14].[Zr+4:10].[Zr+4:10] |f:1.2,3.4,8.9.10.11.12.13.14|. Procedure details: 80 g of 6% aqueous oxalic acid solution was added to an aqueous solution prepared by dissolving 116.5 g of zirconium oxychloride (ZrOCl2.8H2O) and 2.9 g of ammonium chloride in 183 g of pure water under stirring, and 19 g of 85% phosphoric acid was further added. The reaction mixture was adjusted to pH 3.5 with an aqueous ammonia solution and heated and refluxed at 97° C. for 78 hours. Then, the precipitate was subjected to filtration and washing with water until the electric conductivity EC of ... The reactants are BrC=1C=C(C=C2CC(C(C12)=O)C)C(C)C (7-bromo-5-isopropyl-2-methyl-1-indanone), [BH4-].[Na+] (NaBH4), Cl (HCl), O (water). The solvent is C1CCOC1.CO (THF methanol), C1(=CC=CC=C1)C (toluene). Run at temperature 0 celsius, time 3 hour. Yields the product BrC1=C2C=C(CC2=CC(=C1)C(C)C)C (4-Bromo-6-isopropyl-2-methyl-1H-indene). Reaction SMILES: [Br:1][C:2]1[CH:3]=[C:4]([CH:13]([CH3:15])[CH3:14])[CH:5]=[C:6]2[C:10]=1[C:9](=O)[CH:8]([CH3:12])[CH2:7]2.[BH4-].[Na+].O.Cl>C1COCC1.CO.C1(C)C=CC=CC=1>[Br:1][C:2]1[CH:3]=[C:4]([CH:13]([CH3:14])[CH3:15])[CH:5]=[C:6]2[C:10]=1[CH:9]=[C:8]([CH3:12])[CH2:7]2 |f:1.2,5.6|. Procedure details: To a solution of 22.2 g (83.2 mmol) of 7-bromo-5-isopropyl-2-methyl-1-indanone in 120 ml of THF-methanol (2:1, vol.), 5.06 g (133 mmol) of NaBH4 was added, while vigorously stirring, over 3 h at 0° C. This mixture was stirred overnight at room temperature; then, 300 ml of cold water was added and the resulting mixture was acidified with 1 M HCl to pH 1. The organic layer was separated, and the aqueous layer was extracted with 3×150 ml of dichloromethane. The combined extract was dried over K2CO3... Starting materials: ON1C(C=2C(C1=O)=CC=CC2)=O (N-hydroxyphthalimide), Cl.ClCC=1N=CSC1 (4-(chloromethyl)thiazole hydrochloride). Yields the product Cl.S1C=NC(=C1)CON (O-Thiazol-4-ylmethyl-hydroxylamine hydrochloride). Reaction SMILES: [OH:1][N:2]1C(=O)C2=CC=CC=C2C1=O.Cl.[Cl:14][CH2:15][C:16]1[N:17]=[CH:18][S:19][CH:20]=1>>[ClH:14].[S:19]1[CH:20]=[C:16]([CH2:15][O:1][NH2:2])[N:17]=[CH:18]1 |f:1.2,3.4|. Reported procedure: Prepared by a similar procedure as described for preparation 18. Starting materials: N-hydroxyphthalimide and 4-(chloromethyl)thiazole hydrochloride (TCl). 13C-NMR (DMSO-d6) δ 155.1, 149.2, 121.4, 70.3.